From a dataset of the Open Reaction Database (ORD), a public repository of structured organic reaction records. describe an organic reaction: reactants, conditions, products, and yield Reactants: NC[C@H]1N(CCC[C@H]1C)C(=O)C1=C(C=CC(=C1)C)N1N=CC=N1 (((2S,3R)-2-(aminomethyl)-3-methylpiperidin-1-yl)(5-methyl-2-(2H-1,2,3-triazol-2-yl)phenyl)methanone), ClC1=NC=C(C#N)C=C1F (6-chloro-5-fluoronicotinonitrile). The product is FC=1C(=NC=C(C#N)C1)NC[C@H]1N(CCC[C@H]1C)C(C1=C(C=CC(=C1)C)N1N=CC=N1)=O (5-Fluoro-6-((((2S,3R)-3-methyl-1-(5-methyl-2-(2H-1,2,3-triazol-2-yl)benzoyl)piperidin-2-yl)methyl)amino)nicotinonitrile). RXN SMILES: [NH2:1][CH2:2][C@@H:3]1[C@H:8]([CH3:9])[CH2:7][CH2:6][CH2:5][N:4]1[C:10]([C:12]1[CH:17]=[C:16]([CH3:18])[CH:15]=[CH:14][C:13]=1[N:19]1[N:23]=[CH:22][CH:21]=[N:20]1)=[O:11].Cl[C:25]1[C:32]([F:33])=[CH:31][C:28]([C:29]#[N:30])=[CH:27][N:26]=1>>[F:33][C:32]1[C:25]([NH:1][CH2:2][C@@H:3]2[C@H:8]([CH3:9])[CH2:7][CH2:6][CH2:5][N:4]2[C:10](=[O:11])[C:12]2[CH:17]=[C:16]([CH3:18])[CH:15]=[CH:14][C:13]=2[N:19]2[N:23]=[CH:22][CH:21]=[N:20]2)=[N:26][CH:27]=[C:28]([CH:31]=1)[C:29]#[N:30]. Reported procedure: The title compound was prepared following the same general protocol as described for Example A1, using ((2S,3R)-2-(aminomethyl)-3-methylpiperidin-1-yl)(5-methyl-2-(2H-1,2,3-triazol-2-yl)phenyl)methanone and 6-chloro-5-fluoronicotinonitrile. ESI-MS (m/z): 434 [M+1]+. The reactants are CC1(C2=C(C(=CC=C2)P(C3=CC=CC=C3)C4=CC=CC=C4)OC5=C(C=CC=C51)P(C6=CC=CC=C6)C7=CC=CC=C7)C (Xantphos), C([O-])([O-])=O.[Cs+].[Cs+] (cesium carbonate), ClC1=CC=C(C=N1)N1CCN(CC1)CC(C)(O)C (1-(4-(6-chloro-3-pyridinyl)-1-piperazinyl)-2-methyl-2-propanol), C1(CCCC1)N1C2=C(C3=C1N=C(N=C3)N)C=CN=C2F (9-Cyclopentyl-8-fluoro-9H-pyrido[4′,3′:4,5]pyrrolo[2,3-d]pyrimidin-2-amine). Reagents/catalysts: C=1C=CC(=CC1)/C=C/C(=O)/C=C/C2=CC=CC=C2.C=1C=CC(=CC1)/C=C/C(=O)/C=C/C2=CC=CC=C2.C=1C=CC(=CC1)/C=C/C(=O)/C=C/C2=CC=CC=C2.[Pd].[Pd] (tris(dibenzylideneacetone)dipalladium). The solvent is C(Cl)Cl (DCM). Conditions: temperature 105 celsius, time 8 hour. Yields the product N (NH3), C1(CCCC1)N1C2=C(C3=C1N=C(N=C3)NC3=CC=C(C=N3)N3CCN(CC3)CC(C)(O)C)C=CN=C2F (1-(4-(6-((9-Cyclopentyl-8-fluoro-9H-pyrido[4′,3′:4,5]pyrrolo[2,3-d]pyrimidin-2-yl)amino)-3-pyridinyl)-1-piperazinyl)-2-methyl-2-propanol). Yield: 193.9%. RXN SMILES: CC1(C)C2C(=C(P(C3C=CC=CC=3)C3C=CC=CC=3)C=CC=2)OC2C(P(C3C=CC=CC=3)C3C=CC=CC=3)=CC=CC1=2.C(=O)([O-])[O-].[Cs+].[Cs+].Cl[C:50]1[N:55]=[CH:54][C:53]([N:56]2[CH2:61][CH2:60][N:59]([CH2:62][C:63]([CH3:66])([OH:65])[CH3:64])[CH2:58][CH2:57]2)=[CH:52][CH:51]=1.[CH:67]1([N:72]2[C:76]3[N:77]=[C:78]([NH2:81])[N:79]=[CH:80][C:75]=3[C:74]3[CH:82]=[CH:83][N:84]=[C:85]([F:86])[C:73]2=3)[CH2:71][CH2:70][CH2:69][CH2:68]1>C(Cl)Cl.C1C=CC(/C=C/C(/C=C/C2C=CC=CC=2)=O)=CC=1.C1C=CC(/C=C/C(/C=C/C2C=CC=CC=2)=O)=CC=1.C1C=CC(/C=C/C(/C=C/C2C=CC=CC=2)=O)=CC=1.[Pd].[Pd]>[NH3:55].[CH:67]1([N:72]2[C:76]3[N:77]=[C:78]([NH:81][C:50]4[N:55]=[CH:54][C:53]([N:56]5[CH2:61][CH2:60][N:59]([CH2:62][C:63]([CH3:66])([OH:65])[CH3:64])[CH2:58][CH2:57]5)=[CH:52][CH:51]=4)[N:79]=[CH:80][C:75]=3[C:74]3[CH:82]=[CH:83][N:84]=[C:85]([F:86])[C:73]2=3)[CH2:68][CH2:69][CH2:70][CH2:71]1 |f:1.2.3,7.8.9.10.11|. Reported procedure: To tris(dibenzylideneacetone)dipalladium (0) (0.0190 g, 0.0207 mmol), Xantphos (0.0240 g, 0.0415 mmol), cesium carbonate (0.126 g, 0.387 mmol), 1-(4-(6-chloropyridin-3-yl)piperazin-1-yl)-2-methylpropan-2-ol (251) (0.0746 g, 0.276 mmol), and compound 245 (0.0750 g, 0.276 mmol) was added degassed dioxane (1.1 mL). The reaction was stirred at 105° C. overnight. After 16 h, the reaction was cooled to room temperature and partitioned between dichloromethane (30 mL) and water. The aqueous was brought ... Reactants: CCCN, COCCOC, CS(=O)(=O)c1nc(N)nc(-c2ccc3c(c2)OCO3)c1C#N. Yields the product CCCNc1nc(N)nc(-c2ccc3c(c2)OCO3)c1C#N. As a reaction SMILES: [CH3:23][CH2:24][CH2:25][NH2:26].[CH3:27][O:28][CH2:29][CH2:30][O:31][CH3:32].[NH2:1][c:2]1[n:3][c:4]([S:19]([CH3:20])(=[O:21])=[O:22])[c:5]([C:17]#[N:18])[c:6](-[c:8]2[cH:9][c:10]3[c:11]([cH:15][cH:16]2)[O:12][CH2:13][O:14]3)[n:7]1>>[NH2:1][c:2]1[n:3][c:4]([NH:26][CH2:25][CH2:24][CH3:23])[c:5]([C:17]#[N:18])[c:6](-[c:8]2[cH:9][c:10]3[c:11]([cH:15][cH:16]2)[O:12][CH2:13][O:14]3)[n:7]1. The reactants are C(C1=CC=CC=C1)NCC1=CC=CC=C1 (dibenzyl-amine), C(Cl)C1CO1 (epichlorohydrin), [OH-].[Na+] (sodium hydroxide). Solvent: O (water). Conditions: temperature 0 celsius, time 2 hour. The product is O1CC1CN(CC1=CC=CC=C1)CC1=CC=CC=C1 (1,2-Epoxy-3-dibenzylaminopropane). As a reaction SMILES: [CH2:1]([NH:8][CH2:9][C:10]1[CH:15]=[CH:14][CH:13]=[CH:12][CH:11]=1)[C:2]1[CH:7]=[CH:6][CH:5]=[CH:4][CH:3]=1.[CH2:16]([CH:18]1[O:20][CH2:19]1)Cl.[OH-].[Na+]>O>[O:20]1[CH:18]([CH2:16][N:8]([CH2:1][C:2]2[CH:7]=[CH:6][CH:5]=[CH:4][CH:3]=2)[CH2:9][C:10]2[CH:15]=[CH:14][CH:13]=[CH:12][CH:11]=2)[CH2:19]1 |f:2.3|. Procedure: At 0° C., 100 g (506.9 millimoles) of dibenzyl-amine (dissolved in 300 ml of methylene chloride) is added dropwise to a thoroughly stirred suspension of 234.51 g (2.53 mol) of epichlorohydrin and 200 ml of 32% sodium hydroxide solution. The mixture is stirred for 2 hours at 0° C. and then 3 hours at room temperature. The mixture is diluted with 3 l of water and extracted 3 times with 500 ml of methylene chloride. The organic phases are combined, dried over magnesium sulfate, and evaporated under... Reactants: CN(C)C=O, Cl, NS(=O)(=O)c1cccc2c1c([N+](=O)[O-])cc1nc(O)c(O)nc12. The product is Nc1cc2nc(O)c(O)nc2c2cccc(S(N)(=O)=O)c12. As a reaction SMILES: [CH3:25][N:26]([CH3:27])[CH:28]=[O:29].[ClH:24].[OH:1][c:2]1[c:3]([OH:23])[n:4][c:5]2[cH:6][c:7]([N+:20]([O-:21])=[O:22])[c:8]3[c:9]([c:10]2[n:11]1)[cH:12][cH:13][cH:14][c:15]3[S:16]([NH2:17])(=[O:18])=[O:19]>>[OH:1][c:2]1[c:3]([OH:23])[n:4][c:5]2[cH:6][c:7]([NH2:20])[c:8]3[c:9]([c:10]2[n:11]1)[cH:12][cH:13][cH:14][c:15]3[S:16]([NH2:17])(=[O:18])=[O:19]. The reactants are CO (MeOH), [Na] (sodium), COC(COC1=C2C(=C(N(C2=CC=C1)CC=1C=C(C=CC1)C1=CC=CC=C1)C)C(C(=O)N)=O)=O ([[3-(2-amino-1,2-dioxoethyl)-1-([1,1′-biphenyl]-3-ylmethyl)-2-methyl-1H-indol-4-yl]oxy]acetic acid methyl ester). Run in [OH-].[Na+] (NaOH). Product: NC(C(=O)C1=C(N(C2=CC=CC(=C12)OCC(=O)O)CC=1C=C(C=CC1)C1=CC=CC=C1)C)=O ([[3-(2-amino-1,2-dioxoethyl)-1-([1,1-biphenyl]-3-ylmethyl)-2-methyl-1H-indol-4-yl]oxy]acetic acid). The yield is 43.4%. As a reaction SMILES: C[O:2][C:3](=[O:34])[CH2:4][O:5][C:6]1[CH:14]=[CH:13][CH:12]=[C:11]2[C:7]=1[C:8]([C:29](=[O:33])[C:30]([NH2:32])=[O:31])=[C:9]([CH3:28])[N:10]2[CH2:15][C:16]1[CH:17]=[C:18]([C:22]2[CH:27]=[CH:26][CH:25]=[CH:24][CH:23]=2)[CH:19]=[CH:20][CH:21]=1.CO.[Na]>[OH-].[Na+]>[NH2:32][C:30](=[O:31])[C:29]([C:8]1[C:7]2[C:11](=[CH:12][CH:13]=[CH:14][C:6]=2[O:5][CH2:4][C:3]([OH:34])=[O:2])[N:10]([CH2:15][C:16]2[CH:17]=[C:18]([C:22]3[CH:23]=[CH:24][CH:25]=[CH:26][CH:27]=3)[CH:19]=[CH:20][CH:21]=2)[C:9]=1[CH3:28])=[O:33] |f:3.4,^1:36|. Procedure details: Using the procedure described in Example 2, Part E, 956 mg (2.1 mmol) of [[3-(2-amino-1,2-dioxoethyl)-1-([1,1′-biphenyl]-3-ylmethyl)-2-methyl-1H-indol-4-yl]oxy]acetic acid methyl ester was hydrolyzed in 10 mL of 1N NaOH and 20 mL of MeOH to give 403 mg (41% yield) of [[3-(2-amino-1,2-dioxoethyl)-1-([1,1-biphenyl]-3-ylmethyl)-2-methyl-1H-indol-4-yl]oxy]acetic acid, sodium salt, mp, >265° C. The reactants are Cl.ClCCN1CCCC1 (1-(2-chloro-ethyl)-pyrrolidine-hydrochloride), C(#C)C=1C=C(C=CC1)O (3-ethynyl-phenol). Yields the product C(#C)C=1C=C(OCCN2CCCC2)C=CC1 (1-[2-(3-ethynyl-phenoxy)-ethyl]-pyrrolidine). RXN SMILES: Cl.Cl[CH2:3][CH2:4][N:5]1[CH2:9][CH2:8][CH2:7][CH2:6]1.[C:10]([C:12]1[CH:13]=[C:14]([OH:18])[CH:15]=[CH:16][CH:17]=1)#[CH:11]>>[C:10]([C:12]1[CH:13]=[C:14]([CH:15]=[CH:16][CH:17]=1)[O:18][CH2:3][CH2:4][N:5]1[CH2:9][CH2:8][CH2:7][CH2:6]1)#[CH:11] |f:0.1|. Procedure: Prepared analogously to Example 18a from 1-(2-chloro-ethyl)-pyrrolidine-hydrochloride and 3-ethynyl-phenol.